This data is from the Open Reaction Database (ORD), a public repository of structured organic reaction records. The task is: describe an organic reaction: reactants, conditions, products, and yield Starting materials: C(C1=CC=CC=C1)OC(=O)N1[C@H](C(NC2=C(C=C(C=C12)Cl)[N+](=O)[O-])=O)C ((3S)-4-N-(Benzyloxycarbonyl)-6-chloro-3-methyl-8-nitro-3,4-dihydroquinoxalin-2(1H)-one), [H][H] (hydrogen), [H][H] (hydrogen). Reagents/catalysts: [Ni] (Raney nickel). Run in CO (methanol). The product is NC=1C=C(C=C2N([C@H](C(NC12)=O)C)C(=O)OCC1=CC=CC=C1)Cl ((3S)-8-Amino-4-N-(benzyloxycarbonyl)-6-chloro-3-methyl-3,4-dihydroquinoxalin-2(1H)-one). Reaction SMILES: [CH2:1]([O:8][C:9]([N:11]1[C:20]2[C:15](=[C:16]([N+:22]([O-])=O)[CH:17]=[C:18]([Cl:21])[CH:19]=2)[NH:14][C:13](=[O:25])[C@@H:12]1[CH3:26])=[O:10])[C:2]1[CH:7]=[CH:6][CH:5]=[CH:4][CH:3]=1.[H][H]>CO.[Ni]>[NH2:22][C:16]1[CH:17]=[C:18]([Cl:21])[CH:19]=[C:20]2[C:15]=1[NH:14][C:13](=[O:25])[C@H:12]([CH3:26])[N:11]2[C:9]([O:8][CH2:1][C:2]1[CH:7]=[CH:6][CH:5]=[CH:4][CH:3]=1)=[O:10]. Reported procedure: The compound of Example IV (1.5 g, 4.0 mmol) was dissolved in 150 ml of methanol and hydrogenated at room temperature with Raney nickel catalysis, using 1 atm hydrogen. When the calculated amount of hydrogen had been taken up, the catalyst was removed by filtration with suction, and the filtrate was concentrated in vacuo. The product was purified by silica gel chromatography using ethyl acetate/heptane=2:1 as eluent. The yield was 0.68 g (49%) of brownish solid of melting point 152-154° C. Starting materials: NC1=CC(=C(C=C1)CN1OCC(C1=O)(C)C)Cl (2-(4-amino-2-chlorophenyl)methyl-4,4-dimethyl-3-isoxazolidinone), CN=C=O (methyl isocyanate). Run in C(Cl)(Cl)Cl (chloroform). Run at time 16 hour. Yields the product ClC1=C(C=CC(=C1)NC(=O)NC)CN1OCC(C1=O)(C)C (2-[2-chloro-4-(methylaminocarbonylamino)phenyl]methyl-4,4-dimethyl-3-isoxazolidinone). As a reaction SMILES: [NH2:1][C:2]1[CH:7]=[CH:6][C:5]([CH2:8][N:9]2[C:13](=[O:14])[C:12]([CH3:16])([CH3:15])[CH2:11][O:10]2)=[C:4]([Cl:17])[CH:3]=1.[CH3:18][N:19]=[C:20]=[O:21]>C(Cl)(Cl)Cl>[Cl:17][C:4]1[CH:3]=[C:2]([NH:1][C:20]([NH:19][CH3:18])=[O:21])[CH:7]=[CH:6][C:5]=1[CH2:8][N:9]1[C:13](=[O:14])[C:12]([CH3:15])([CH3:16])[CH2:11][O:10]1. Reported procedure: To a stirred solution of 1.4 grams (0.06 mole) of 2-(4-amino-2-chlorophenyl)methyl-4,4-dimethyl-3-isoxazolidinone in 25 ml of chloroform, under an argon atmosphere, was added dropwise 5 ml of methyl isocyanate. Upon completion of addition the reaction mixture stirred at ambient temperature for 16 hours. The reaction mixture was concentrated under reduced pressure to a residual solid. The solid was recrystallized from ethanol to give 1.4 grams of 2-[2-chloro-4-(methylaminocarbonylamino)phenyl]met... Starting materials: COC1=C(C=CC(=C1)N)N.OS(=O)(=O)O (2-Methoxy-p-phenylenediamine H2SO4), [OH-].[Na+] (NaOH). Solvent: O (H2O). Product: COC1=C(C=CC(=C1)N)N (2-methoxy-p-phenylenediamine). Yield: 73.5%. RXN SMILES: [CH3:1][O:2][C:3]1[CH:8]=[C:7]([NH2:9])[CH:6]=[CH:5][C:4]=1[NH2:10].OS(O)(=O)=O.[OH-].[Na+]>O>[CH3:1][O:2][C:3]1[CH:8]=[C:7]([NH2:9])[CH:6]=[CH:5][C:4]=1[NH2:10] |f:0.1,2.3|. Reported procedure: 2-Methoxy-p-phenylenediamine-H2SO4 (100 g) is stirred for an hour in a solution containing 42 g of NaOH in 550 ml of H2O. The diamine is extracted eleven times successively with 200 ml of CH2Cl2 and the combined extracts are dried over MgSO4. The extract is filtered and evaporated to dryness in vacuo to afford 43 g (79.6% recovery) of 2-methoxy-p-phenylenediamine. The solid diamine then is added to diethoxyphosphinyl isothiocyanate (or diethyl phosphoroisothiocyanatidate prepared by stirring 134... Reactants: C1COCCN1, COc1ccc(-c2cc(=O)n(CCO)nc2-c2ccc(OC)cc2)cc1, Cc1ccc(S(=O)(=O)Cl)cc1. The product is COc1ccc(-c2cc(=O)n(CCN3CCOCC3)nc2-c2ccc(OC)cc2)cc1. As a reaction SMILES: [CH2:38]1[CH2:39][O:40][CH2:41][CH2:42][NH:43]1.[CH3:1][O:2][c:3]1[cH:4][cH:5][c:6](-[c:9]2[cH:10][c:11](=[O:26])[n:12]([CH2:23][CH2:24][OH:25])[n:13][c:14]2-[c:15]2[cH:16][cH:17][c:18]([O:21][CH3:22])[cH:19][cH:20]2)[cH:7][cH:8]1.[c:27]1([CH3:28])[cH:29][cH:30][c:31]([S:32]([Cl:33])(=[O:34])=[O:35])[cH:36][cH:37]1>>[CH3:1][O:2][c:3]1[cH:4][cH:5][c:6](-[c:9]2[cH:10][c:11](=[O:26])[n:12]([CH2:23][CH2:24][N:43]3[CH2:38][CH2:39][O:40][CH2:41][CH2:42]3)[n:13][c:14]2-[c:15]2[cH:16][cH:17][c:18]([O:21][CH3:22])[cH:19][cH:20]2)[cH:7][cH:8]1. Starting materials: C(C)(C)(C)OC(=O)NC1(COCC1)C(=O)O (3-tert.-butoxycarbonylamino-tetrahydro-furan-3-carboxylic acid), Cl (hydrochloric acid). Reaction conditions: time 1 hour. Product: Cl.NC1(COCC1)C(=O)O (3-amino-tetrahydro-furan-3-carboxylic acid-hydrochloride). Reaction SMILES: C(OC([NH:8][C:9]1([C:14]([OH:16])=[O:15])[CH2:13][CH2:12][O:11][CH2:10]1)=O)(C)(C)C.[ClH:17]>>[ClH:17].[NH2:8][C:9]1([C:14]([OH:16])=[O:15])[CH2:13][CH2:12][O:11][CH2:10]1 |f:2.3|. Reported procedure: 3.5 g (15.1 mmol) 3-tert.-butoxycarbonylamino-tetrahydro-furan-3-carboxylic acid are dissolved in 150 ml of 1-molar hydrochloric acid and stirred for 1 h at room temperature. Then the reaction mixture is lyophilised. The reactants are [Al+3], C1CCOC1, [H-], [H-], [H-], [H-], [Li+], [Na+], CCC(=O)NC1CCOC1, [OH-], O. The product is CCCNC1CCOC1. As a reaction SMILES: [Al+3:2].[CH2:20]1[O:21][CH2:22][CH2:23][CH2:24]1.[H-:1].[H-:4].[H-:5].[H-:6].[Li+:3].[Na+:19].[O:7]1[CH2:8][CH:9]([NH:12][C:13]([CH2:14][CH3:15])=[O:16])[CH2:10][CH2:11]1.[OH-:18].[OH2:17]>>[O:7]1[CH2:8][CH:9]([NH:12][CH2:13][CH2:14][CH3:15])[CH2:10][CH2:11]1. Reactants: BrCC(C)=C(C#N)C#N (2-(2-bromo-1-methyl-ethyl idene)-malononitrile), CC1=C(N)C(=CC(=C1)C)C (2,4,6-trimethylaniline). Solvent: C(C)(C)O (isopropanol). Product: NC=1N(C=C(C1C#N)C)C1=C(C=C(C=C1C)C)C (2-amino-4-methyl-1-(2,4,6-trimethylphenyl)pyrrole-3-carbonitrile). Reaction SMILES: Br[CH2:2][C:3](=[C:5]([C:8]#[N:9])[C:6]#[N:7])[CH3:4].[CH3:10][C:11]1[CH:17]=[C:16]([CH3:18])[CH:15]=[C:14]([CH3:19])[C:12]=1[NH2:13]>C(O)(C)C>[NH2:7][C:6]1[N:13]([C:12]2[C:14]([CH3:19])=[CH:15][C:16]([CH3:18])=[CH:17][C:11]=2[CH3:10])[CH:2]=[C:3]([CH3:4])[C:5]=1[C:8]#[N:9]. Reported procedure: A mixture 2-(2-bromo-1-methyl-ethyl idene)-malononitrile and 2,4,6-trimethylaniline (17.330 g, 91.24 mmol) in 40 mL of isopropanol was stirred at room temperature for 15 hours. The reaction mixture was concentrated to dryness and diluted with chloroform and water. The chloroform layer was neutralized with dilute sodium hydroxide and washed with brine, separated, dried and concentrated to give 33.000 g of brown oily solid. The solid was purified through silica gel column chromatography to give 9.... Starting materials: C(#N)C=1C(=NN(C1N=COCC)C)C=1OC(=CC1)[N+](=O)[O-] (4-cyano-5-ethoxymethyleneamino-1-methyl-3-(5-nitro-2-furyl)-pyrazole), N (ammonia). Run in C(C)O (ethanol). Yields the product NC1=C2C(=NC=N1)N(N=C2C=2OC(=CC2)[N+](=O)[O-])C (4-amino-1-methyl-3-(5-nitro-2-furyl)-1H-pyrazolo[3,4-d]pyrimidine). RXN SMILES: [C:1]([C:3]1[C:4]([C:14]2[O:15][C:16]([N+:19]([O-:21])=[O:20])=[CH:17][CH:18]=2)=[N:5][N:6]([CH3:13])[C:7]=1[N:8]=[CH:9]OCC)#[N:2].[NH3:22]>C(O)C>[NH2:22][C:1]1[N:2]=[CH:9][N:8]=[C:7]2[N:6]([CH3:13])[N:5]=[C:4]([C:14]3[O:15][C:16]([N+:19]([O-:21])=[O:20])=[CH:17][CH:18]=3)[C:3]=12. Procedure details: A mixture of 20.0 grams of 4-cyano-5-ethoxymethyleneamino-1-methyl-3-(5-nitro-2-furyl)-pyrazole, 200 milliliters of ethanol and 100 millilitres of concentrated aqueous ammonia solution (S.G., 0.88) was heated at reflux for one hour and cooled. The crystalline solid precipitated was collected, washed with water and dried. Recrystallisation from dimethylformamide gave 4-amino-1-methyl-3-(5-nitro-2-furyl)-1H-pyrazolo[3,4-d]pyrimidine having decomposition point 305° C. The reactants are C(C)OC(=O)C1(CC1)C1=CC=C(C=C1)C1=CC=C(C=C1)C1=C(C(=NO1)C)N (1-[4′-(4-amino-3-methyl-isoxazol-5-yl)-biphenyl-4-yl]-cyclopropanecarboxylic acid ethyl ester), C(C1=CC=CC=C1)C1=CC(=CC=C1)Br (1-benzyl-3-bromo-benzene). Yields the product C(C)OC(=O)C1(CC1)C1=CC=C(C=C1)C1=CC=C(C=C1)C1=C(C(=NO1)C)NC1=CC(=CC=C1)CC1=CC=CC=C1 (1-{4′-[4-(3-Benzyl-phenylamino)-3-methyl-isoxazol-5-yl]-biphenyl-4-yl}-cyclopropanecarboxylic acid ethyl ester). RXN SMILES: [CH2:1]([O:3][C:4]([C:6]1([C:9]2[CH:14]=[CH:13][C:12]([C:15]3[CH:20]=[CH:19][C:18]([C:21]4[O:25][N:24]=[C:23]([CH3:26])[C:22]=4[NH2:27])=[CH:17][CH:16]=3)=[CH:11][CH:10]=2)[CH2:8][CH2:7]1)=[O:5])[CH3:2].[CH2:28]([C:35]1[CH:40]=[CH:39][CH:38]=[C:37](Br)[CH:36]=1)[C:29]1[CH:34]=[CH:33][CH:32]=[CH:31][CH:30]=1>>[CH2:1]([O:3][C:4]([C:6]1([C:9]2[CH:10]=[CH:11][C:12]([C:15]3[CH:20]=[CH:19][C:18]([C:21]4[O:25][N:24]=[C:23]([CH3:26])[C:22]=4[NH:27][C:37]4[CH:38]=[CH:39][CH:40]=[C:35]([CH2:28][C:29]5[CH:34]=[CH:33][CH:32]=[CH:31][CH:30]=5)[CH:36]=4)=[CH:17][CH:16]=3)=[CH:13][CH:14]=2)[CH2:8][CH2:7]1)=[O:5])[CH3:2]. Procedure details: Prepared according to the procedure described in Example 68, Step 2, using 1-[4′-(4-amino-3-methyl-isoxazol-5-yl)-biphenyl-4-yl]-cyclopropanecarboxylic acid ethyl ester and 1-benzyl-3-bromo-benzene. Starting materials: OC(C(=O)O)CC (2-hydroxybutyric acid), BrC(C(=O)Br)C (2-bromopropionyl bromide). Product: C(C)C1OC(C(OC1=O)C)=O (3-ethyl-6-methyl-2,5-dioxane-1,4-dione). Yield: 53.0%. RXN SMILES: [OH:1][CH:2]([CH2:6][CH3:7])[C:3]([OH:5])=[O:4].Br[CH:9]([CH3:13])[C:10](Br)=[O:11]>>[CH2:6]([CH:2]1[C:3](=[O:5])[O:4][CH:9]([CH3:13])[C:10](=[O:11])[O:1]1)[CH3:7]. Reported procedure: 3-ethyl-6-methyl-2,5-dioxane-1,4-dione was synthesized from 2-hydroxybutyric acid and 2-bromopropionyl bromide. It was purified by distillation (45° C./50 mtorr) to give a colorless oil. Yield: 53% 1H NMR (CDCl3) δ5.03 (q), 4.99 (q, 1H for signal at 5.03 and 4.99 ppm), 4.86 (dd), 4.83 (dd, 1H for signal at 4.86 and 4.83), 1.90-2.20 (m, 2H), 1.69 (d), 1.66 (d, 3H for signals at 1.69 and 1.66 ppm). 1.15 (t). 1.14 (t, 3H for signals at 1.15 and 1.14 ppm). 13C NMR (CDCl3) δ167.6, 166.8, 166.3, 165.6...